From a dataset of the Open Reaction Database (ORD), a public repository of structured organic reaction records. describe an organic reaction: reactants, conditions, products, and yield Reactants: C(C)(C)N(C(C)C)CC (N,N-Diisopropylethylamine), [3aR-(3aα,4α,6α,6aα)]-6-[7-chloro-5-(propylthio)-3H-1,2,3-triazolo[4,5-d]pyrimidin-3-yl]-tetrahydro-2,2-dimethyl-4H-cyclopenta-1,3-dioxole-4-methanol, FC1=CC=C(C=C1)C1C(C1)NC=1C2=C(N=C(N1)SCCC(F)(F)F)N(N=N2)C2C(C(C(C2)CO)O)O (3-[7-[[2-(4-Fluorophenyl)cyclopropyl]amino]-5-[(3,3,3-trifluoropropyl)thio]-3H-1,2,3-triazolo[4,5-d]pyrimidin-3-yl]-5-(hydroxymethyl)-cyclopentane-1,2-diol). The solvent is ClCCl (dichloromethane). Conditions: time 3 hour. Yields the product FC1=CC=C(C=C1)C1C(C1)NC=1C2=C(N=C(N1)SCCC)N(N=N2)C2CC(C1C2OC(O1)(C)C)CO (6-[7-[[2-(4-Fluorophenyl)cyclopropyl]amino]-5-(propylthio)-3H-1,2,3-triazolo[4,5-d]pyrimidin-3-yl]-tetrahydro-2,2-dimethyl-4H-cyclopenta-1,3-dioxole-4-methanol). Reaction SMILES: [CH:1](N(CC)C(C)C)([CH3:3])[CH3:2].[F:10][C:11]1[CH:16]=[CH:15][C:14]([CH:17]2[CH2:19][CH:18]2[NH:20][C:21]2[C:22]3[N:36]=[N:35][N:34]([CH:37]4[CH2:41][CH:40]([CH2:42][OH:43])[CH:39]([OH:44])[CH:38]4[OH:45])[C:23]=3[N:24]=[C:25]([S:27][CH2:28][CH2:29][C:30](F)(F)F)[N:26]=2)=[CH:13][CH:12]=1>ClCCl>[F:10][C:11]1[CH:12]=[CH:13][C:14]([CH:17]2[CH2:19][CH:18]2[NH:20][C:21]2[C:22]3[N:36]=[N:35][N:34]([CH:37]4[CH:38]5[O:45][C:1]([CH3:3])([CH3:2])[O:44][CH:39]5[CH:40]([CH2:42][OH:43])[CH2:41]4)[C:23]=3[N:24]=[C:25]([S:27][CH2:28][CH2:29][CH3:30])[N:26]=2)=[CH:15][CH:16]=1. Procedure: N,N-Diisopropylethylamine (1.29 g) was added to a solution of [3aR-(3aα,4α,6α,6aα)]-6-[7-chloro-5-(propylthio)-3H-1,2,3-triazolo[4,5-d]pyrimidin-3-yl]-tetrahydro-2,2-dimethyl-4H-cyclopenta-1,3-dioxole-4-methanol (prepared as described in International Patent Application WO 9703084) (1.0 g) and the product of step d) (0.75 g) in dichloromethane (25 ml). The reaction mixture was stirred at room temperature for 3 hours, then washed with water, dried and evaporated. The residue was purified (SiO2, e... Starting materials: N (ammonia), C(C)O (ethanol), C(C)(=O)OCC1=C(C(C2=CC=CC=C2)Br)C=C(C=C1)Cl (2-Acetoxymethyl-5-chloro-α-(phenyl)benzyl bromide). Conditions: temperature 100 celsius. Product: ClC1=CC(=C(CO)C=C1)C(C1=CC=CC=C1)NC(C)=O (4-Chloro-2-[α-(acetamido)benzyl]benzyl alcohol). Reaction SMILES: C([O:4][CH2:5][C:6]1[CH:19]=[CH:18][C:17]([Cl:20])=[CH:16][C:7]=1[CH:8](Br)[C:9]1[CH:14]=[CH:13][CH:12]=[CH:11][CH:10]=1)(=O)C.[NH3:21].[CH2:22]([OH:24])[CH3:23]>>[Cl:20][C:17]1[CH:18]=[CH:19][C:6]([CH2:5][OH:4])=[C:7]([CH:8]([NH:21][C:22](=[O:24])[CH3:23])[C:9]2[CH:10]=[CH:11][CH:12]=[CH:13][CH:14]=2)[CH:16]=1. Procedure details: In a Parr bomb containing 47 g. of the compound of Example 5 in 200 ml. of ethanol, dry ammonia is introduced to a pressure of 5 atmospheres. After heating for 4 hours at 100° C., the resulting solution is evaporated. The oily residue is successively washed with light petroleum and diisopropyl ether, then it is taken up in a mixture of water and ethyl ether to give a solid which is used as such for the subsequent hydrolysis. Yield 16 g. A sample of the titular product crystallized from a mixture... The reactants are [H-].[Al+3].[Li+].[H-].[H-].[H-] (Lithium aluminum hydride), FC1=CC=C(C=C1)[C@H]1[C@@H](CNC(C1)=O)CCC(=O)O (trans-4-(4-fluorophenyl)-3-carboxyethylpiperidin-6-one), O1CCCC1 (tetrahydrofuran). Reaction conditions: temperature 25 celsius, time 1 hour. Yields the product FC1=CC=C(C=C1)C1C(CNCC1)CO (4-(4-Fluorophenyl)-3-hydroxymethylpiperidine). Yield: 76.0%. As a reaction SMILES: [H-].[Al+3].[Li+].[H-].[H-].[H-].[F:7][C:8]1[CH:13]=[CH:12][C:11]([C@@H:14]2[CH2:19][C:18](=O)[NH:17][CH2:16][C@H:15]2[CH2:21]CC(O)=O)=[CH:10][CH:9]=1.[O:26]1CCCC1>>[F:7][C:8]1[CH:9]=[CH:10][C:11]([CH:14]2[CH2:19][CH2:18][NH:17][CH2:16][CH:15]2[CH2:21][OH:26])=[CH:12][CH:13]=1 |f:0.1.2.3.4.5|. Procedure: Lithium aluminum hydride (1.0 molar solution in tetrahydrofuran, 0.75 ml, 0.75 mmol) was added gradually to a solution of trans-4-(4-fluorophenyl)-3-carboxyethylpiperidin-6-one (0.25g, 0.836 mmol) in tetrahydrofuran (3 ml) keeping the temperature below 25° C. The reaction mixture was stirred for 1 hour at 25° C., then quenched with 1 drop of water, followed by 2 drops 15% sodium hydroxide solution, and finally with 5 drops of water. Extraction with dichloromethane (35 ml) followed by evaporation... As a reaction SMILES: [Br:1][C:2]1[CH:7]=[C:6]([CH3:8])[CH:5]=[C:4]([CH2:9]Br)[CH:3]=1.C([S:14][CH2:15][C@@H:16]([CH3:20])[C:17]([OH:19])=[O:18])(=O)C.[OH-].[Na+].CCOC(C)=O>CO>[Br:1][C:2]1[CH:3]=[C:4]([CH:5]=[C:6]([CH3:8])[CH:7]=1)[CH2:9][S:14][CH2:15][C@@H:16]([CH3:20])[C:17]([OH:19])=[O:18] |f:2.3|. Run at time 3 hour. Procedure details: A solution of 5.55 g (21 mmol) 1-bromo-3-bromomethyl-5-methyl-benzene and 2.90 ml (21 mmol) (S)-3-acetylsulfanyl-2-methyl-propionic acid in 32 ml methanol is cooled in an ice bath and 4N aqueous sodium hydroxide (15.8 ml, 63 mmol) are added. The reaction mixture is stirred at rt for 3 hrs. EtOAc is added to the mixture and the organic layer is washed with water and brine and evaporated. Filtration over silica gel (flashmaster, hexane to hexane/EtOAc 4/6) gives the title compound. Reactants: CCOC(=O)C (EtOAc), BrC1=CC(=CC(=C1)C)CBr (1-bromo-3-bromomethyl-5-methyl-benzene), C(C)(=O)SC[C@H](C(=O)O)C ((S)-3-acetylsulfanyl-2-methyl-propionic acid), [OH-].[Na+] (sodium hydroxide). The product is BrC=1C=C(CSC[C@H](C(=O)O)C)C=C(C1)C ((S)-3-(3-Bromo-5-methyl-benzylsulfanyl)-2-methyl-propionic acid). Run in CO (methanol). Starting materials: [BH4-], CO, Cl, [Li+], Cc1nc(C=Nn2c(=O)c(C3=NS(=O)(=O)c4ccccc4N3)c(O)c3ccccc32)cs1, C1CCOC1, O. The product is Cc1nc(CNn2c(=O)c(C3=NS(=O)(=O)c4ccccc4N3)c(O)c3ccccc32)cs1. As a reaction SMILES: [BH4-:35].[CH3:33][OH:34].[ClH:37].[Li+:36].[O:1]=[S:2]1(=[O:32])[N:3]=[C:4]([c:12]2[c:13](=[O:31])[n:14]([N:23]=[CH:24][c:25]3[n:26][c:27]([CH3:30])[s:28][cH:29]3)[c:15]3[cH:16][cH:17][cH:18][cH:19][c:20]3[c:21]2[OH:22])[NH:5][c:6]2[c:7]1[cH:8][cH:9][cH:10][cH:11]2.[O:38]1[CH2:39][CH2:40][CH2:41][CH2:42]1.[OH2:43]>>[O:1]=[S:2]1(=[O:32])[N:3]=[C:4]([c:12]2[c:13](=[O:31])[n:14]([NH:23][CH2:24][c:25]3[n:26][c:27]([CH3:30])[s:28][cH:29]3)[c:15]3[cH:16][cH:17][cH:18][cH:19][c:20]3[c:21]2[OH:22])[NH:5][c:6]2[c:7]1[cH:8][cH:9][cH:10][cH:11]2. As a reaction SMILES: [CH2:1]([CH3:2])[O:3][C:4]([CH2:5][NH:6][c:7]1[c:8]([C:14]([N:15]([CH2:16][CH2:17][c:18]2[cH:19][c:20]([O:24][C:25]([F:26])([F:27])[F:28])[cH:21][cH:22][cH:23]2)[CH2:29][c:30]2[cH:31][cH:32][c:33]([C:36]([CH3:37])([CH3:38])[CH3:39])[cH:34][cH:35]2)=[O:40])[cH:9][c:10]([Cl:13])[cH:11][cH:12]1)=[O:41].[CH3:44][OH:45].[ClH:42].[Na+:47].[OH-:46].[OH2:43]>>[O:3]=[C:4]([CH2:5][NH:6][c:7]1[c:8]([C:14]([N:15]([CH2:16][CH2:17][c:18]2[cH:19][c:20]([O:24][C:25]([F:26])([F:27])[F:28])[cH:21][cH:22][cH:23]2)[CH2:29][c:30]2[cH:31][cH:32][c:33]([C:36]([CH3:37])([CH3:38])[CH3:39])[cH:34][cH:35]2)=[O:40])[cH:9][c:10]([Cl:13])[cH:11][cH:12]1)[OH:41]. Starting materials: CCOC(=O)CNc1ccc(Cl)cc1C(=O)N(CCc1cccc(OC(F)(F)F)c1)Cc1ccc(C(C)(C)C)cc1, CO, Cl, [Na+], [OH-], O. Product: CC(C)(C)c1ccc(CN(CCc2cccc(OC(F)(F)F)c2)C(=O)c2cc(Cl)ccc2NCC(=O)O)cc1. The reactants are O=C(Cl)c1cccnc1, CCN(C(C)C)C(C)C, CC(Cl)Cl, Cl, I, Nc1nc2c(s1)Cc1ccccc1-2. The product is O=C(Nc1nc2c(s1)Cc1ccccc1-2)c1cccnc1. RXN SMILES: [C:16]([c:17]1[cH:18][n:19][cH:20][cH:21][cH:22]1)(=[O:23])[Cl:24].[CH:25]([N:26]([CH:27]([CH3:28])[CH3:29])[CH2:30][CH3:31])([CH3:32])[CH3:33].[Cl:34][CH:35]([Cl:36])[CH3:37].[ClH:15].[IH:1].[s:2]1[c:3]([NH2:14])[n:4][c:5]2[c:6]1[CH2:7][c:8]1[cH:9][cH:10][cH:11][cH:12][c:13]1-2>>[s:2]1[c:3]([NH:14][C:16]([c:17]2[cH:18][n:19][cH:20][cH:21][cH:22]2)=[O:23])[n:4][c:5]2[c:6]1[CH2:7][c:8]1[cH:9][cH:10][cH:11][cH:12][c:13]1-2. Starting materials: C(C)(C)P(=O)(C(C)C)CCNC(OC(C)(C)C)=O (tert-Butyl [2-(diisopropylphosphoryl)ethyl]carbamate), Cl (HCl), O1CCOCC1 (1,4-dioxane). Run at time 30 minute. The product is Cl.C(C)(C)P(=O)(C(C)C)CCN (2-(diisopropylphosphoryl)ethanamine hydrochloride). Reaction SMILES: [CH:1]([P:4]([CH2:9][CH2:10][NH:11]C(=O)OC(C)(C)C)([CH:6]([CH3:8])[CH3:7])=[O:5])([CH3:3])[CH3:2].[ClH:19].O1CCOCC1>>[ClH:19].[CH:1]([P:4]([CH2:9][CH2:10][NH2:11])([CH:6]([CH3:7])[CH3:8])=[O:5])([CH3:3])[CH3:2] |f:3.4|. Reported procedure: tert-Butyl [2-(diisopropylphosphoryl)ethyl]carbamate (585 mg, 2.11 mmol) was combined with 4.0 M HCl in 1,4-dioxane (10.0 mL, 40.0 mmol) and stirred at room temperature for 30 minutes. The solution was evaporated to dryness to afford 2-(diisopropylphosphoryl)ethanamine hydrochloride as a colorless solid. 1H NMR (DMSO-d6, 600 MHz) 8.23 (bs, 3H), 2.99-2.90 (m, 2H), 2.08-1.93 (m, 4H), 1.05 (dd, J=14.7, 7.2 Hz, 6H), 1.03 (dd, J=15.2, 7.0 Hz, 6H). MS: cal'd 178 (MH+), exp 178 (MH+). The reactants are Fc1ccc(OCCBr)cc1, COc1cc(C=CCN2CCC(c3ccc(Oc4ccccc4)cc3)CC2)ccc1O. The product is Fc1ccc(OCCN2CCC(c3ccc(Oc4ccccc4)cc3)CC2)cc1. As a reaction SMILES: [F:32][c:33]1[cH:34][cH:35][c:36]([O:39][CH2:40][CH2:41][Br:42])[cH:37][cH:38]1.[OH:1][c:2]1[cH:3][cH:4][c:5]([CH:6]=[CH:7][CH2:10][N:11]2[CH2:12][CH2:13][CH:14]([c:17]3[cH:18][cH:19][c:20]([O:23][c:24]4[cH:25][cH:26][cH:27][cH:28][cH:29]4)[cH:21][cH:22]3)[CH2:15][CH2:16]2)[cH:8][c:9]1[O:30][CH3:31]>>[CH2:10]([N:11]1[CH2:12][CH2:13][CH:14]([c:17]2[cH:18][cH:19][c:20]([O:23][c:24]3[cH:25][cH:26][cH:27][cH:28][cH:29]3)[cH:21][cH:22]2)[CH2:15][CH2:16]1)[CH2:40][O:39][c:36]1[cH:35][cH:34][c:33]([F:32])[cH:38][cH:37]1.